The task is: describe an organic reaction: reactants, conditions, products, and yield. This data is from the Open Reaction Database (ORD), a public repository of structured organic reaction records. Starting materials: [N+](=O)([O-])C=1C=CC(=C(C(=O)C2=C(C=CC=C2)Cl)C1)N1C(=NN=C1CN1C(C=2C(C1=O)=CC=CC2)=O)CN2C(C=1C(C2=O)=CC=CC1)=O (5-nitro-2'-chloro-2-[3,5-bis(phthalimidomethyl)-4H-1,2,4-triazol-4-yl]benzophenone), O.NN (hydrazine hydrate). Run in C(C)O (ethanol). The product is [N+](=O)([O-])C=1C=CC2=C(C(=NCC=3N2C(=NN3)CN)C3=C(C=CC=C3)Cl)C1 (8-Nitro-1-(aminomethyl)-6-(o-chlorophenyl)4H-s-triazolo[4,3-a][1,4]benzodiazepine). RXN SMILES: [N+:1]([C:4]1[CH:5]=[CH:6][C:7]([N:19]2[C:23]([CH2:24][N:25]3C(=O)C4=CC=CC=C4C3=O)=[N:22][N:21]=[C:20]2[CH2:36][N:37]2C(=O)C3=CC=CC=C3C2=O)=[C:8]([CH:18]=1)[C:9]([C:11]1[CH:16]=[CH:15][CH:14]=[CH:13][C:12]=1[Cl:17])=O)([O-:3])=[O:2].O.NN>C(O)C>[N+:1]([C:4]1[CH:5]=[CH:6][C:7]2[N:19]3[C:20]([CH2:36][NH2:37])=[N:21][N:22]=[C:23]3[CH2:24][N:25]=[C:9]([C:11]3[CH:16]=[CH:15][CH:14]=[CH:13][C:12]=3[Cl:17])[C:8]=2[CH:18]=1)([O-:3])=[O:2] |f:1.2|. Reported procedure: In the manner given in Example 22, 5-nitro-2'-chloro-2-[3,5-bis(phthalimidomethyl)-4H-1,2,4-triazol-4-yl]benzophenone in ethanol is heated with hydrazine hydrate to give 8-nitro-1-(aminomethyl)-6-(o-chlorophenyl)-4H-s-triazolo[4,3-a][1,4]enzodiazepine. Reactants: C(C(C)(C)C)(=O)NC1=C(C=CC=C1)OB(O)O (2-(Pivaloylamino)phenylboric acid), COC(=O)C1=C(COC1)OS(=O)(=O)C(F)(F)F (3-(trifluoromethylsulfonyloxy)-2,5-dihydrofuran-4-carboxylic acid-methyl ester), C(=O)([O-])[O-].[Na+].[Na+] (Na2CO3). The reagents and catalysts are C=1C=CC(=CC1)[P](C=2C=CC=CC2)(C=3C=CC=CC3)[Pd]([P](C=4C=CC=CC4)(C=5C=CC=CC5)C=6C=CC=CC6)([P](C=7C=CC=CC7)(C=8C=CC=CC8)C=9C=CC=CC9)[P](C=1C=CC=CC1)(C=1C=CC=CC1)C=1C=CC=CC1 (tetrakis(triphenylphosphine)palladium). Solvent: C(C)(=O)OCC (ethyl acetate), COCCOC (DME). Yields the product COC(=O)C=1COCC1C1=C(C=CC=C1)NC(C(C)(C)C)=O (4-(2-(pivaloylamino)phenyl)-2,5-dihydrofuran-3-carboxylic acid-methyl ester). Yield: 87.0%. RXN SMILES: [C:1]([NH:7][C:8]1[CH:13]=[CH:12][CH:11]=[CH:10][C:9]=1OB(O)O)(=[O:6])[C:2]([CH3:5])([CH3:4])[CH3:3].[CH3:18][O:19][C:20]([C:22]1[CH2:26][O:25][CH2:24][C:23]=1OS(C(F)(F)F)(=O)=O)=[O:21].C([O-])([O-])=O.[Na+].[Na+]>COCCOC.C(OCC)(=O)C.C1C=CC([P]([Pd]([P](C2C=CC=CC=2)(C2C=CC=CC=2)C2C=CC=CC=2)([P](C2C=CC=CC=2)(C2C=CC=CC=2)C2C=CC=CC=2)[P](C2C=CC=CC=2)(C2C=CC=CC=2)C2C=CC=CC=2)(C2C=CC=CC=2)C2C=CC=CC=2)=CC=1>[CH3:18][O:19][C:20]([C:22]1[CH2:26][O:25][CH2:24][C:23]=1[C:9]1[CH:10]=[CH:11][CH:12]=[CH:13][C:8]=1[NH:7][C:1](=[O:6])[C:2]([CH3:5])([CH3:4])[CH3:3])=[O:21] |f:2.3.4,^1:56,58,77,96|. Procedure details: 2-(Pivaloylamino)phenylboric acid (F. Guiller, F. Nivoliers, A. Godard, F. Marsais, G. Quéguiner, M. A. Siddiqui, V. Snieckus, J. Org. Chem. 1995, 60, 292) (0.66 g, 3.0 mmol), 3-(trifluoromethylsulfonyloxy)-2,5-dihydrofuran-4-carboxylic acid-methyl ester (0.69 g, 2.5 mmol), tetrakis(triphenylphosphine)palladium (69 mg, 0.06 mmol) and a 2M aqueous Na2CO3 solution (1.26 ml, 2.52 mmol) are refluxed in DME (40 ml) for 2.5 hours. The batch is diluted with ethyl acetate, washed with water and saturate... The reactants are CSCCC(NC(C)=O)C(=O)O, O. Product: CSCCC(N)C(=O)O. Reaction SMILES: [C:1](=[O:2])([CH3:3])[NH:4][CH:5]([CH2:6][CH2:7][S:8][CH3:9])[C:10](=[O:11])[OH:12].[OH2:13]>>[NH2:4][CH:5]([CH2:6][CH2:7][S:8][CH3:9])[C:10](=[O:11])[OH:12].